From a dataset of the Open Reaction Database (ORD), a public repository of structured organic reaction records. describe an organic reaction: reactants, conditions, products, and yield Starting materials: ClCCl, C=CCON=C(C(=O)O)c1nsc(N)n1, CO, ClP(Cl)(Cl)(Cl)Cl, [Na+], [OH-], O, c1ccncc1. Yields the product C=CCON=C(C(=O)OC)c1nsc(N)n1. Reaction SMILES: [CH2:26]([Cl:27])[Cl:28].[CH2:7]([CH:8]=[CH2:9])[O:10][N:11]=[C:12]([C:13](=[O:14])[OH:15])[c:16]1[n:17][s:18][c:19]([NH2:21])[n:20]1.[CH3:22][OH:23].[Cl:1][P:2]([Cl:3])([Cl:4])([Cl:5])[Cl:6].[Na+:25].[OH-:24].[OH2:35].[cH:29]1[cH:30][cH:31][n:32][cH:33][cH:34]1>>[CH2:7]([CH:8]=[CH2:9])[O:10][N:11]=[C:12]([C:13](=[O:14])[O:15][CH3:22])[c:16]1[n:17][s:18][c:19]([NH2:21])[n:20]1.